This data is from the Open Reaction Database (ORD), a public repository of structured organic reaction records. The task is: describe an organic reaction: reactants, conditions, products, and yield Reactants: C(CC(C)C)ON=O (isoamylnitrite), COC(=O)C1=NC(=C(N=C1C(F)(F)F)N)C1=CC=C(C=C1)Cl (5-amino-6-(4-chloro-phenyl)-3-trifluoromethyl-pyrazine-2-carboxylic acid methyl ester), C(CC(C)C)ON=O (isoamylnitrite), C[Si](Br)(C)C (trimethylbromosilane), C([O-])(O)=O.[Na+] (sodium bicarbonate). The solvent is BrCBr (dibromomethane). Run at temperature 0 celsius, time 3 hour. Yields the product COC(=O)C1=NC(=C(N=C1C(F)(F)F)Br)C1=CC=C(C=C1)Cl (5-bromo-6-(4-chloro-phenyl)-3-trifluoromethyl-pyrazine-2-carboxylic acid methyl ester). Isolated yield 91.0%. Reaction SMILES: [CH3:1][O:2][C:3]([C:5]1[C:10]([C:11]([F:14])([F:13])[F:12])=[N:9][C:8](N)=[C:7]([C:16]2[CH:21]=[CH:20][C:19]([Cl:22])=[CH:18][CH:17]=2)[N:6]=1)=[O:4].C(ON=O)CC(C)C.C[Si](C)(C)[Br:33].C(=O)(O)[O-].[Na+]>BrCBr>[CH3:1][O:2][C:3]([C:5]1[C:10]([C:11]([F:14])([F:13])[F:12])=[N:9][C:8]([Br:33])=[C:7]([C:16]2[CH:21]=[CH:20][C:19]([Cl:22])=[CH:18][CH:17]=2)[N:6]=1)=[O:4] |f:3.4|. Reported procedure: To a suspension of 2.11 g 5-amino-6-(4-chloro-phenyl)-3-trifluoromethyl-pyrazine-2-carboxylic acid methyl ester in 20 ml dibromomethane was added 1.59 g isoamylnitrite and the mixture was cooled to 0° C. To the resulting suspension was added 2.922 g trimethylbromosilane and the mixture was stirred at 0° C. for 10 min (no conversion by HPLC) and at room temperature for 3 h. To the dark reaction mixture was added another 1.59 g isoamylnitrite and the mixture was stirred at room temperature for 6 h... Starting materials: [N-]=[N+]=[N-].[Na+] (sodium azide), [Cl-].[NH4+] (ammonium chloride), NC=1SC=C(N1)/C(/C(=O)OCC)=N/OCC#N (ethyl 2-(2-amino-4-thiazolyl)-2-[(Z)-(cyanomethoxy)imino]-acetate). Solvent: CN(C=O)C (dimethylformamide), O.C(C)(=O)OCC (water ethyl acetate). Conditions: time 1 hour. Yields the product NC=1SC=C(N1)/C(/C(=O)O)=N/OCC1=NN=NN1 (2-(2-amino-4-thiazolyl)-2-[(Z)-(1H-tetrazol-5-yl-methoxy)imino]-acetic acid). Yield: 73.7%. As a reaction SMILES: [NH2:1][C:2]1[S:3][CH:4]=[C:5](/[C:7](=[N:13]/[O:14][CH2:15][C:16]#[N:17])/[C:8]([O:10]CC)=[O:9])[N:6]=1.[N-:18]=[N+:19]=[N-:20].[Na+].[Cl-].[NH4+]>CN(C)C=O.O.C(OCC)(=O)C>[NH2:1][C:2]1[S:3][CH:4]=[C:5](/[C:7](=[N:13]/[O:14][CH2:15][C:16]2[NH:17][N:20]=[N:19][N:18]=2)/[C:8]([OH:10])=[O:9])[N:6]=1 |f:1.2,3.4,6.7|. Procedure: 5.0 g of ethyl 2-(2-amino-4-thiazolyl)-2-[(Z)-(cyanomethoxy)imino]-acetate are heated to 60° C. for 48 hours while stirring together with 1.95 g of sodium azide and 1.6 g of ammonium chloride in 50 ml of dimethylformamide. The mixture is taken up in water/ethyl acetate. The ethyl acetate phase is washed twice with a small amount of water. The combined aqueous phases are concentrated to dryness, the residue is dissolved in 50 ml of 1N aqueous sodium hydroxide solution and stored at room temperatu... Reactants: FC=1C(=CNC1C=1C(=NC=CC1)F)CN(C(OC(C)(C)C)=O)C (tert-butyl {[4-fluoro-5-(2-fluoropyridin-3-yl)-1H-pyrrol-3-yl]methyl}methylcarbamate), C1COCCOCCOCCOCCO1 (15-crown-5), CS(=O)(=O)C=1C=C(C=CC1)S(=O)(=O)Cl (3-(methylsulfonyl)benzenesulfonyl chloride), [H-].[Na+] (sodium hydride). Solvent: O1CCCC1 (tetrahydrofuran), O1CCCC1 (tetrahydrofuran), O (water). Run at time 1 hour. Product: FC=1C(=CN(C1C=1C(=NC=CC1)F)S(=O)(=O)C1=CC(=CC=C1)S(=O)(=O)C)CN(C(OC(C)(C)C)=O)C (tert-butyl [(4-fluoro-5-(2-fluoropyridin-3-yl)-1-{[3-(methylsulfonyl)phenyl]sulfonyl}-1H-pyrrol-3-yl)methyl]methylcarbamate). The yield is 93.2%. RXN SMILES: [H-].[Na+].[F:3][C:4]1[C:5]([CH2:16][N:17]([CH3:25])[C:18](=[O:24])[O:19][C:20]([CH3:23])([CH3:22])[CH3:21])=[CH:6][NH:7][C:8]=1[C:9]1[C:10]([F:15])=[N:11][CH:12]=[CH:13][CH:14]=1.C1OCCOCCOCCOCCOC1.[CH3:41][S:42]([C:45]1[CH:46]=[C:47]([S:51](Cl)(=[O:53])=[O:52])[CH:48]=[CH:49][CH:50]=1)(=[O:44])=[O:43]>O1CCCC1.O>[F:3][C:4]1[C:5]([CH2:16][N:17]([CH3:25])[C:18](=[O:24])[O:19][C:20]([CH3:21])([CH3:22])[CH3:23])=[CH:6][N:7]([S:51]([C:47]2[CH:48]=[CH:49][CH:50]=[C:45]([S:42]([CH3:41])(=[O:44])=[O:43])[CH:46]=2)(=[O:53])=[O:52])[C:8]=1[C:9]1[C:10]([F:15])=[N:11][CH:12]=[CH:13][CH:14]=1 |f:0.1|. Procedure: To a suspension of sodium hydride (60% in oil, 60 mg) in tetrahydrofuran (5 mL) were added dropwise a solution (3 mL) of tert-butyl {[4-fluoro-5-(2-fluoropyridin-3-yl)-1H-pyrrol-3-yl]methyl}methylcarbamate (323 mg) in tetrahydrofuran, 15-crown-5 (330 mg) and 3-(methylsulfonyl)benzenesulfonyl chloride (307 mg) under ice-cooling and the mixture was stirred for 1 hr. The reaction mixture was diluted with water, and extracted with ethyl acetate. The separated aqueous layer was extracted again with e... Starting materials: O=C1CCC(=O)N1Br, ClC(Cl)(Cl)Cl, COC(=O)c1cccc(Oc2nc3ccccc3s2)c1C. Product: COC(=O)c1cccc(Oc2nc3ccccc3s2)c1CBr. RXN SMILES: [Br:1][N:2]1[C:3](=[O:4])[CH2:5][CH2:6][C:7]1=[O:8].[Cl:30][C:31]([Cl:32])([Cl:33])[Cl:34].[s:9]1[c:10]([O:18][c:19]2[c:20]([CH3:29])[c:21]([C:22](=[O:23])[O:24][CH3:25])[cH:26][cH:27][cH:28]2)[n:11][c:12]2[c:13]1[cH:14][cH:15][cH:16][cH:17]2>>[Br:1][CH2:29][c:20]1[c:19]([O:18][c:10]2[s:9][c:13]3[c:12]([n:11]2)[cH:17][cH:16][cH:15][cH:14]3)[cH:28][cH:27][cH:26][c:21]1[C:22](=[O:23])[O:24][CH3:25]. Starting materials: BrCC1CC1, Cc1c(-c2ccc(O)cc2)nc2n(Cc3c(F)cccc3F)cc(Br)c(=O)n12, [K+], [K+], O=C([O-])[O-], CN(C)C=O. The product is Cc1c(-c2ccc(OCC3CC3)cc2)nc2n(Cc3c(F)cccc3F)cc(Br)c(=O)n12. Reaction SMILES: [Br:29][CH2:30][CH:31]1[CH2:32][CH2:33]1.[F:1][c:2]1[c:3]([CH2:4][n:5]2[c:6]3[n:7]([c:8](=[O:12])[c:9]([Br:11])[cH:10]2)[c:13]([CH3:23])[c:14](-[c:16]2[cH:17][cH:18][c:19]([OH:22])[cH:20][cH:21]2)[n:15]3)[c:24]([F:28])[cH:25][cH:26][cH:27]1.[K+:34].[K+:35].[O-:36][C:37]([O-:38])=[O:39].[O:40]=[CH:41][N:42]([CH3:43])[CH3:44]>>[F:1][c:2]1[c:3]([CH2:4][n:5]2[c:6]3[n:7]([c:8](=[O:12])[c:9]([Br:11])[cH:10]2)[c:13]([CH3:23])[c:14](-[c:16]2[cH:17][cH:18][c:19]([O:22][CH2:30][CH:31]4[CH2:32][CH2:33]4)[cH:20][cH:21]2)[n:15]3)[c:24]([F:28])[cH:25][cH:26][cH:27]1. Reactants: alcohol, C(#N)C(O)C1=NC(=CC=C1)OC1=CC(=C(C=C1)C)C (cyano[6-(3,4-dimethylphenoxy)-2-pyridyl]methanol), C(#N)C(O)C1=NC(=CC=C1)OC1=C(C=CC=C1)F (cyano[6-(2-fluorophenoxy)-2-pyridyl]methanol), acid chloride, ClC1=C(C=CC(=C1)C(F)(F)F)NC(C(=O)O)C(C)C (2-(2-chloro-4-trifluoromethylphenylamino)-3-methylbutanoic acid). Yields the product ClC1=C(C=CC(=C1)C(F)(F)F)NC(C(=O)OC(C1=NC(=CC=C1)OC1=CC(=C(C=C1)C)C)C#N)C(C)C (cyano[6-(3,4-dimethylphenoxy)-2-pyridyl]methyl 2-(2-chloro-4-trifluoromethylphenylamino)-3-methylbutanoate), ClC1=C(C=CC(=C1)C(F)(F)F)NC(C(=O)OC(C1=NC(=CC=C1)OC1=C(C=CC=C1)F)C#N)C(C)C (cyano[6-(2-fluorophenoxy)-2-pyridyl]methyl 2-(2-chloro-4-trifluoromethylphenylamino)-3-methylbutanoate). RXN SMILES: [C:1]([CH:3]([C:5]1[CH:10]=[CH:9][CH:8]=[C:7]([O:11][C:12]2[CH:17]=[CH:16][C:15]([CH3:18])=[C:14]([CH3:19])[CH:13]=2)[N:6]=1)[OH:4])#[N:2].[C:20]([CH:22]([C:24]1[CH:29]=[CH:28][CH:27]=[C:26]([O:30][C:31]2[CH:36]=[CH:35][CH:34]=[CH:33][C:32]=2[F:37])[N:25]=1)[OH:23])#[N:21].[Cl:38][C:39]1[CH:44]=[C:43]([C:45]([F:48])([F:47])[F:46])[CH:42]=[CH:41][C:40]=1[NH:49][CH:50]([CH:54]([CH3:56])[CH3:55])[C:51](O)=[O:52]>>[Cl:38][C:39]1[CH:44]=[C:43]([C:45]([F:48])([F:47])[F:46])[CH:42]=[CH:41][C:40]=1[NH:49][CH:50]([CH:54]([CH3:56])[CH3:55])[C:51]([O:4][CH:3]([C:1]#[N:2])[C:5]1[CH:10]=[CH:9][CH:8]=[C:7]([O:11][C:12]2[CH:17]=[CH:16][C:15]([CH3:18])=[C:14]([CH3:19])[CH:13]=2)[N:6]=1)=[O:52].[Cl:38][C:39]1[CH:44]=[C:43]([C:45]([F:48])([F:47])[F:46])[CH:42]=[CH:41][C:40]=1[NH:49][CH:50]([CH:54]([CH3:56])[CH3:55])[C:51]([O:23][CH:22]([C:20]#[N:21])[C:24]1[CH:29]=[CH:28][CH:27]=[C:26]([O:30][C:31]2[CH:36]=[CH:35][CH:34]=[CH:33][C:32]=2[F:37])[N:25]=1)=[O:52]. Reported procedure: The alcohol, cyano[6-(3,4-dimethylphenoxy)-2-pyridyl]methanol and cyano[6-(2-fluorophenoxy)-2-pyridyl]methanol, is reacted with the acid chloride of 2-(2-chloro-4-trifluoromethylphenylamino)-3-methylbutanoic acid to yield cyano[6-(3,4-dimethylphenoxy)-2-pyridyl]methyl 2-(2-chloro-4-trifluoromethylphenylamino)-3-methylbutanoate and cyano[6-(2-fluorophenoxy)-2-pyridyl]methyl 2-(2-chloro-4-trifluoromethylphenylamino)-3-methylbutanoate.